From a dataset of the Open Reaction Database (ORD), a public repository of structured organic reaction records. describe an organic reaction: reactants, conditions, products, and yield Reactants: C1CCOC1, CCCCCC, [Li]CCCC, CN(C)C=O, c1ccc2scnc2c1. The product is O=Cc1nc2ccccc2s1. As a reaction SMILES: [CH2:20]1[O:21][CH2:22][CH2:23][CH2:24]1.[CH3:25][CH2:26][CH2:27][CH2:28][CH2:29][CH3:30].[Li:10][CH2:11][CH2:12][CH2:13][CH3:14].[O:15]=[CH:16][N:17]([CH3:18])[CH3:19].[cH:1]1[cH:2][cH:3][c:4]2[s:5][cH:6][n:7][c:8]2[cH:9]1>>[cH:1]1[cH:2][cH:3][c:4]2[s:5][c:6]([CH:16]=[O:15])[n:7][c:8]2[cH:9]1. The reactants are O=C([O-])[O-], C#CCBr, CN(C)C=O, [K+], [K+], Cn1c(C(F)(F)F)cnc(-c2ccc3c(c2)NC(=O)CO3)c1=O, O. The product is C#CCN1C(=O)COc2ccc(-c3ncc(C(F)(F)F)n(C)c3=O)cc21. Reaction SMILES: [C:24](=[O:25])([O-:26])[O-:27].[CH2:30]([C:31]#[CH:32])[Br:33].[CH3:35][N:36]([CH3:37])[CH:38]=[O:39].[K+:28].[K+:29].[O:1]=[C:2]1[CH2:3][O:4][c:5]2[c:6]([cH:8][c:9](-[c:12]3[c:13](=[O:23])[n:14]([CH3:22])[c:15]([C:18]([F:19])([F:20])[F:21])[cH:16][n:17]3)[cH:10][cH:11]2)[NH:7]1.[OH2:34]>>[O:1]=[C:2]1[CH2:3][O:4][c:5]2[c:6]([cH:8][c:9](-[c:12]3[c:13](=[O:23])[n:14]([CH3:22])[c:15]([C:18]([F:19])([F:20])[F:21])[cH:16][n:17]3)[cH:10][cH:11]2)[N:7]1[CH2:32][C:31]#[CH:30]. The reactants are C(C1=CC=CC=C1)NC(CCl)=O (N-benzyl-2-chloroacetamide), C(C1=CC=CC=C1)NC(CCl)=O (N-benzyl-2-chloroacetamide), CCN(C(C)C)C(C)C (DIPEA), FC1=C(N)C=CC(=C1)F (2,4-difluoro-aniline), CCN(C(C)C)C(C)C (DIPEA). Solvent: CN(C)C=O (DMF), CCOC(=O)C (AcOEt). Reaction conditions: temperature 100 celsius, time 40 hour. Yields the product C(C1=CC=CC=C1)NC(CNC1=C(C=C(C=C1)F)F)=O (N-Benzyl-2-(2,4-difluoro-phenylamino)-acetamide). As a reaction SMILES: [CH2:1]([NH:8][C:9](=[O:12])[CH2:10]Cl)[C:2]1[CH:7]=[CH:6][CH:5]=[CH:4][CH:3]=1.CCN(C(C)C)C(C)C.[F:22][C:23]1[CH:29]=[C:28]([F:30])[CH:27]=[CH:26][C:24]=1[NH2:25]>CN(C=O)C.CCOC(C)=O>[CH2:1]([NH:8][C:9](=[O:12])[CH2:10][NH:25][C:24]1[CH:26]=[CH:27][C:28]([F:30])=[CH:29][C:23]=1[F:22])[C:2]1[CH:7]=[CH:6][CH:5]=[CH:4][CH:3]=1. Procedure details: A mixture of N-benzyl-2-chloroacetamide (700 mg—obtained as described for intermediate 1), DIPEA (0.76 mL) and 2,4-difluoro-aniline (0.4 mL) in anhydrous DMF (5 mL) was stirred at 100° C. for 40 hours under a Nitrogen atmosphere. Then, more DIPEA (0.2 mL) was added and the mixture was heated to 100° C. for further 4 hours. After cooling to room temperature, the solution was diluted with AcOEt and washed with water and ice. The separated aqueous phase was extracted with further AcOEt (3×20 mL). T... The reactants are N#N (N2), O1CCC(CC1)O (tetrahydro-2H-pyran-4-ol), IC1=CC=NN1 (5-iodo-1H-pyrazole), C1(=CC=CC=C1)P(C1=CC=CC=C1)C1=CC=CC=C1 (triphenylphosphine), CC(C)OC(=O)/N=N/C(=O)OC(C)C (DIAD). Run in C1CCOC1 (THF). Conditions: time 3 hour. Product: IC1=CC=NN1C1CCOCC1 (5-iodo-1-(tetrahydro-2H-pyran-4-yl)-1H-pyrazole). Yield: 32.1%. As a reaction SMILES: N#N.[O:3]1[CH2:8][CH2:7][CH:6](O)[CH2:5][CH2:4]1.[I:10][C:11]1[NH:15][N:14]=[CH:13][CH:12]=1.C1(P(C2C=CC=CC=2)C2C=CC=CC=2)C=CC=CC=1.CC(OC(/N=N/C(OC(C)C)=O)=O)C>C1COCC1>[I:10][C:11]1[N:15]([CH:6]2[CH2:7][CH2:8][O:3][CH2:4][CH2:5]2)[N:14]=[CH:13][CH:12]=1. Procedure: To a round-bottomed flask equipped with a stirring bar and a N2 tee, tetrahydro-2H-pyran-4-ol (1.05 g, 10.31 mmol), 5-iodo-1H-pyrazole (2.00 g, 10.31 mmol), triphenylphosphine (3.33 g, 12.68 mmol), (g, mmol) and THF (22.9 mL) were added. Followed by the addition of DIAD (2.71 g, 13.4 mmol), the resulting mixture was stirred at room temperature for 3 hrs. The mixture was removed most solvents in vauo, and ethyl acetate (200 mL) was added. The resulting solution were washed with H2O (50 mL×1), bri... Starting materials: COC(=O)c1cc(Br)c(Br)o1, C1CCOC1, C[Zn]Cl. Yields the product COC(=O)c1cc(Br)c(C)o1. As a reaction SMILES: [Br:1][c:2]1[cH:3][c:4]([C:8](=[O:9])[O:10][CH3:11])[o:5][c:6]1[Br:7].[CH2:15]1[O:16][CH2:17][CH2:18][CH2:19]1.[Cl:12][Zn:13][CH3:14]>>[Br:1][c:2]1[cH:3][c:4]([C:8](=[O:9])[O:10][CH3:11])[o:5][c:6]1[CH3:14]. Reactants: C(C)(=O)C=1C=C(C2=C(C=CO2)C1)C=O (5-acetyl-benzofuran-7-carbaldehyde), C(C)(=O)O[BH-](OC(C)=O)OC(C)=O.[Na+] (sodium triacetoxyborohydride), C([O-])(O)=O.[Na+] (sodium bicarbonate). Run in C1(=CC=CC=C1)C (toluene). The product is OCC1=CC(=CC=2C=COC21)C(C)=O (1-(7-Hydroxymethyl-benzofuran-5-yl)-ethanone). The yield is 57.8%. RXN SMILES: [C:1]([C:4]1[CH:5]=[C:6]([CH:13]=[O:14])[C:7]2[O:11][CH:10]=[CH:9][C:8]=2[CH:12]=1)(=[O:3])[CH3:2].C(O[BH-](OC(=O)C)OC(=O)C)(=O)C.[Na+].C(=O)(O)[O-].[Na+]>C1(C)C=CC=CC=1>[OH:14][CH2:13][C:6]1[C:7]2[O:11][CH:10]=[CH:9][C:8]=2[CH:12]=[C:4]([C:1](=[O:3])[CH3:2])[CH:5]=1 |f:1.2,3.4|. Reported procedure: A solution of 5-acetyl-benzofuran-7-carbaldehyde (471 mg) in dry toluene (40 ml) was treated with sodium triacetoxyborohydride (1.12 ml) and heated at reflux for 5.5 h. The reaction mixture was poured into 8% sodium bicarbonate (40 ml) and the phases were separated. The aqueous phase was extracted with ethyl acetate (40 ml), the combined organic phases were dried, filtered, and the filtrate evaporated in vacuo to give a yellow gum. Purification by FCC eluted with hexane:ethyl acetate (2:1→1:1) g... Reactants: ClC1=NC2=C(N1COCCOC)C=CC=C2Cl (2,4-dichloro-1-(2-methoxy-ethoxymethyl)-1H-benzoimidazole), CN(C)C=O (DMF), C(=O)([O-])[O-].[Cs+].[Cs+] (Cs2CO3), C(C)OC(=O)C=1C=NNC1 (1H-pyrazole-4-carboxylic acid ethyl ester). Solvent: [Cl-].[Na+].O (brine). Run at temperature 80 celsius. Product: C(C)OC(=O)C=1C=NN(C1)C1=NC2=C(N1COCCOC)C=CC=C2Cl (1-[4-Chloro-1-(2-methoxy-ethoxymethyl)-1H-benzoimidazol-2-yl]-1H-pyrazole-4-carboxylic acid ethyl ester). Reaction SMILES: Cl[C:2]1[N:6]([CH2:7][O:8][CH2:9][CH2:10][O:11][CH3:12])[C:5]2[CH:13]=[CH:14][CH:15]=[C:16]([Cl:17])[C:4]=2[N:3]=1.CN(C=O)C.C([O-])([O-])=O.[Cs+].[Cs+].[CH2:29]([O:31][C:32]([C:34]1[CH:35]=[N:36][NH:37][CH:38]=1)=[O:33])[CH3:30]>[Cl-].[Na+].O>[CH2:29]([O:31][C:32]([C:34]1[CH:35]=[N:36][N:37]([C:2]2[N:6]([CH2:7][O:8][CH2:9][CH2:10][O:11][CH3:12])[C:5]3[CH:13]=[CH:14][CH:15]=[C:16]([Cl:17])[C:4]=3[N:3]=2)[CH:38]=1)=[O:33])[CH3:30] |f:2.3.4,6.7.8|. Reported procedure: To a mixture of 2,4-dichloro-1-(2-methoxy-ethoxymethyl)-1H-benzoimidazole (0.660 g, 2.40 mmol) and DMF (10 mL), was added Cs2CO3 (1.88 g, 5.76 mmol) and 1H-pyrazole-4-carboxylic acid ethyl ester (0.400 g, 2.88 mmol). The resulting mixture was then heated to 80° C. for 2 h. The mixture was cooled to 23° C., poured into brine (40 mL), and extracted with EtOAc (3×40 mL). The combined organic layers were washed with brine (40 mL), dried, filtered, and concentrated under reduced pressure. The residue... The reactants are O (water), ClC=1C=C(C=CC1Cl)O (3,4-dichlorophenol), C1(=CC=CC=C1)S(=O)(=O)C1=NC=C(C=C1)S(=O)(=O)C1=CC=CC=C1 (2,5-bis(phenylsulfonyl)pyridine), CC(C)(C)[O-].[K+] (t-BuOK). Run in C1CCOC1 (THF). Product: ClC=1C=C(OC2=NC=C(C=C2)S(=O)(=O)C2=CC=CC=C2)C=CC1Cl (2-(3,4-dichlorophenoxy)-5-(phenylsulfonyl)pyridine). The yield is 68.0%. Reaction SMILES: [Cl:1][C:2]1[CH:3]=[C:4]([OH:9])[CH:5]=[CH:6][C:7]=1[Cl:8].CC([O-])(C)C.[K+].C1(S([C:25]2[CH:30]=[CH:29][C:28]([S:31]([C:34]3[CH:39]=[CH:38][CH:37]=[CH:36][CH:35]=3)(=[O:33])=[O:32])=[CH:27][N:26]=2)(=O)=O)C=CC=CC=1.O>C1COCC1>[Cl:1][C:2]1[CH:3]=[C:4]([CH:5]=[CH:6][C:7]=1[Cl:8])[O:9][C:25]1[CH:30]=[CH:29][C:28]([S:31]([C:34]2[CH:35]=[CH:36][CH:37]=[CH:38][CH:39]=2)(=[O:33])=[O:32])=[CH:27][N:26]=1 |f:1.2|. Reported procedure: To 4.08 g of 3,4-dichlorophenol dissolved in a 25 ml THF/25 ml DMSO mixture was added 2.9 g of t-BuOK and then 8.99 g of 2,5-bis(phenylsulfonyl)pyridine, and the resulting mixture heated at 58° C. for 11/2 hrs. The reaction mixture was cooled to room temperature, then added to 3 to 4 volumes of water and stirred. The brown precipitate which formed was removed by filtration. Recrystallization from CH2Cl2 /ethanol gave the purified product, 2-(3,4-dichlorophenoxy)-5-(phenylsulfonyl)pyridine, (68% ... Reactants: COc1ccc(S(=O)(=O)N2CCCCC(COC(C)=O)C2C(=O)OC(C)(C)C)cc1, ClCCl, O=C(O)C(F)(F)F. Product: COc1ccc(S(=O)(=O)N2CCCCC(COC(C)=O)C2C(=O)O)cc1. RXN SMILES: [C:1]([CH3:2])([CH3:3])([CH3:4])[O:5][C:6](=[O:7])[CH:8]1[N:9]([S:20](=[O:21])(=[O:22])[c:23]2[cH:24][cH:25][c:26]([O:29][CH3:30])[cH:27][cH:28]2)[CH2:10][CH2:11][CH2:12][CH2:13][CH:14]1[CH2:15][O:16][C:17]([CH3:18])=[O:19].[Cl:38][CH2:39][Cl:40].[OH:31][C:32]([C:33]([F:34])([F:35])[F:36])=[O:37]>>[O:5]=[C:6]([OH:7])[CH:8]1[N:9]([S:20](=[O:21])(=[O:22])[c:23]2[cH:24][cH:25][c:26]([O:29][CH3:30])[cH:27][cH:28]2)[CH2:10][CH2:11][CH2:12][CH2:13][CH:14]1[CH2:15][O:16][C:17]([CH3:18])=[O:19].